This data is from the Open Reaction Database (ORD), a public repository of structured organic reaction records. The task is: describe an organic reaction: reactants, conditions, products, and yield The reactants are [N+](=O)([O-])C1=CC=C(C=C1)OC(\C=C\C=C(C1=CC(=CC=C1)[N+](=O)[O-])C1=CC(=CC=C1)[N+](=O)[O-])=O ((E)-5,5-bis(3-nitrophenyl)-2,4-pentadienoic acid 4-nitrophenyl ester), N1=CC(=CC=C1)CCCCN (3-pyridinebutanamine). Solvent: O1CCCC1 (tetrahydrofuran). Yields the product [N+](=O)([O-])C=1C=C(C=CC1)C(=C/C=C/C(=O)NCCCCC=1C=NC=CC1)C1=CC(=CC=C1)[N+](=O)[O-] ((E)-5,5-bis(3-nitrophenyl)-N-[4-(3-pyridinyl)butyl)-2,4-pentadienamide). Yield: 84.3%. RXN SMILES: [N+](C1C=CC([O:10][C:11](=O)/[CH:12]=[CH:13]/[CH:14]=[C:15]([C:25]2[CH:30]=[CH:29][CH:28]=[C:27]([N+:31]([O-:33])=[O:32])[CH:26]=2)[C:16]2[CH:21]=[CH:20][CH:19]=[C:18]([N+:22]([O-:24])=[O:23])[CH:17]=2)=CC=1)([O-])=O.[N:35]1[CH:40]=[CH:39][CH:38]=[C:37]([CH2:41][CH2:42][CH2:43][CH2:44][NH2:45])[CH:36]=1>O1CCCC1>[N+:22]([C:18]1[CH:17]=[C:16]([C:15]([C:25]2[CH:30]=[CH:29][CH:28]=[C:27]([N+:31]([O-:33])=[O:32])[CH:26]=2)=[CH:14]/[CH:13]=[CH:12]/[C:11]([NH:45][CH2:44][CH2:43][CH2:42][CH2:41][C:37]2[CH:36]=[N:35][CH:40]=[CH:39][CH:38]=2)=[O:10])[CH:21]=[CH:20][CH:19]=1)([O-:24])=[O:23]. Reported procedure: As in Example 134, a solution of (E)-5,5-bis(3-nitrophenyl)-2,4-pentadienoic acid 4-nitrophenyl ester (0.950 g) and 3-pyridinebutanamine (0.34 g) in tetrahydrofuran (10 mL) was stirred at room temperature for 1 hour. The crude amide that had been isolated in the usual way, was crystallized from ethyl acetate-hexane to yield 0.82 g of (E)-5,5-bis(3-nitrophenyl)-N-[4-(3-pyridinyl)butyl)-2,4-pentadienamide mp 158°-159° C. Anal. Calculated for : C26H24N4O5 : C, 66.09; H, 5.12; N, 11.86 Found: C, 65....